Dataset: the Open Reaction Database (ORD), a public repository of structured organic reaction records. Task: describe an organic reaction: reactants, conditions, products, and yield Reactants: BrCCBr, COc1ccc(Br)cc1OC, C1CCOC1, [Mg], COC1CCC(S(=O)(=O)c2ccccc2)O1. As a reaction SMILES: [Br:2][CH2:3][CH2:4][Br:5].[Br:6][c:7]1[cH:8][c:9]([O:15][CH3:16])[c:10]([O:13][CH3:14])[cH:11][cH:12]1.[CH2:33]1[O:34][CH2:35][CH2:36][CH2:37]1.[Mg:1].[c:17]1([S:18](=[O:19])(=[O:20])[CH:26]2[O:27][CH:28]([O:31][CH3:32])[CH2:29][CH2:30]2)[cH:21][cH:22][cH:23][cH:24][cH:25]1>>[c:7]1([CH:26]2[O:27][CH:28]([O:31][CH3:32])[CH2:29][CH2:30]2)[cH:8][c:9]([O:15][CH3:16])[c:10]([O:13][CH3:14])[cH:11][cH:12]1. Product: COc1ccc(C2CCC(OC)O2)cc1OC. Reported procedure: Di-tert-butyl [2-bromo-4-(bromomethyl)phenyl]imidodicarbonate (Compound 108B, 6.0 g, 13 mmol) was taken up in triethyl phosphite (5.0 mL, 29 mmol) and stirred at 120° C. for 16 h. The reaction mixture was transferred to a microwave vial and was irradiated in the microwave for 4 h at 190° C. The reaction mixture was concentrated in vacuo. The compound was purified on an Isco Combiflash eluting with 10 to 100% EtOAc in heptane. The product was partitioned between EtOAc and water and separated. The... As a reaction SMILES: [Br:1][C:2]1[CH:7]=[C:6]([CH2:8]Br)[CH:5]=[CH:4][C:3]=1[N:10](C(OC(C)(C)C)=O)C(OC(C)(C)C)=O.[P:25]([O:32]CC)([O:29][CH2:30][CH3:31])[O:26][CH2:27][CH3:28]>>[NH2:10][C:3]1[CH:4]=[CH:5][C:6]([CH2:8][P:25](=[O:32])([O:29][CH2:30][CH3:31])[O:26][CH2:27][CH3:28])=[CH:7][C:2]=1[Br:1]. Product: NC1=C(C=C(CP(OCC)(OCC)=O)C=C1)Br (Diethyl (4-amino-3-bromobenzyl)phosphonate). Run at temperature 120 celsius, time 16 hour. Reactants: BrC1=C(C=CC(=C1)CBr)N(C(=O)OC(C)(C)C)C(=O)OC(C)(C)C (Di-tert-butyl [2-bromo-4-(bromomethyl)phenyl]imidodicarbonate), BrC1=C(C=CC(=C1)CBr)N(C(=O)OC(C)(C)C)C(=O)OC(C)(C)C (Di-tert-butyl [2-bromo-4-(bromomethyl)phenyl]imidodicarbonate), P(OCC)(OCC)OCC (triethyl phosphite). Starting materials: compound, O=C1C(CCC2=CC=CC=C12)(C(=O)OCC)CC#C (1-oxo-2-prop-2-inyl-2-ethoxycarbonyl-1,2,3,4-tetrahydro-naphthalene), O (water). Solvent: CO (methanol). Run at time 18 hour. Product: O=C1C(CCC2=CC=CC=C12)(C(=O)OCC)CC(C)=O (1-oxo-2-(2-oxo-propyl)-2-ethoxycarbonyl-1,2,3,4-tetrahydro-naphthalene). Reaction SMILES: [O:1]=[C:2]1[C:11]2[C:6](=[CH:7][CH:8]=[CH:9][CH:10]=2)[CH2:5][CH2:4][C:3]1([CH2:17][C:18]#[CH:19])[C:12]([O:14][CH2:15][CH3:16])=[O:13].[OH2:20]>CO>[O:1]=[C:2]1[C:11]2[C:6](=[CH:7][CH:8]=[CH:9][CH:10]=2)[CH2:5][CH2:4][C:3]1([CH2:17][C:18](=[O:20])[CH3:19])[C:12]([O:14][CH2:15][CH3:16])=[O:13]. Reported procedure: 45 g (0.123 moles) of the compound having formula (XIV) obtained as described in the previous step (b), dissolved in 50 ml of methanol, are added to the suspension thus obtained. The reaction mixture is then left under stirring at room temperature for 18 hours and is subsequently hydrolyzed with water and extracted with various portions of ethyl ether. The ether extracts are joined, anhydrified on Na2SO4 and concentrated by evaporation at reduced pressure, obtaining at the end an oily red residu...